Dataset: the Open Reaction Database (ORD), a public repository of structured organic reaction records. Task: describe an organic reaction: reactants, conditions, products, and yield Reactants: C1CCOC1, COc1ccc2c(c1)CCC(c1ccc(S(C)(=O)=O)cc1)C2=O, Cc1ccccc1, BrP(Br)Br. Yields the product COc1ccc2c(c1)CCC(c1ccc(S(C)(=O)=O)cc1)=C2Br. As a reaction SMILES: [CH2:35]1[O:36][CH2:37][CH2:38][CH2:39]1.[CH3:1][S:2](=[O:3])(=[O:4])[c:5]1[cH:6][cH:7][c:8]([CH:11]2[C:12](=[O:23])[c:13]3[cH:14][cH:15][c:16]([O:21][CH3:22])[cH:17][c:18]3[CH2:19][CH2:20]2)[cH:9][cH:10]1.[CH3:24][c:25]1[cH:26][cH:27][cH:28][cH:29][cH:30]1.[P:31]([Br:32])([Br:33])[Br:34]>>[CH3:1][S:2](=[O:3])(=[O:4])[c:5]1[cH:6][cH:7][c:8]([C:11]2=[C:12]([Br:32])[c:13]3[cH:14][cH:15][c:16]([O:21][CH3:22])[cH:17][c:18]3[CH2:19][CH2:20]2)[cH:9][cH:10]1. The reactants are BrCC(=O)C1=C(C=CC(=C1)[N+](=O)[O-])Cl (2-bromo-2′chloro-5′-nitroacetophenone), C1(=C(C=CC=C1)N)N (1,2-phenylenediamine), CC(=O)[O-].[Na+] (NaOAc). Product: ClC1=C(C=C(C=C1)[N+](=O)[O-])C1=NC2=CC=CC=C2N=C1 (2-(2-chloro-5-nitro-phenyl)-quinoxaline). Yield: 60.0%. RXN SMILES: Br[CH2:2][C:3]([C:5]1[CH:10]=[C:9]([N+:11]([O-:13])=[O:12])[CH:8]=[CH:7][C:6]=1[Cl:14])=O.[C:15]1([NH2:22])[CH:20]=[CH:19][CH:18]=[CH:17][C:16]=1[NH2:21].CC([O-])=O.[Na+]>>[Cl:14][C:6]1[CH:7]=[CH:8][C:9]([N+:11]([O-:13])=[O:12])=[CH:10][C:5]=1[C:3]1[CH:2]=[N:22][C:15]2[C:16](=[CH:17][CH:18]=[CH:19][CH:20]=2)[N:21]=1 |f:2.3|. Reported procedure: Procedure B was performed with 2-bromo-2′chloro-5′-nitroacetophenone (14.16 g, 50 mmol), 1,2-phenylenediamine (13.1 g, 120 mmol) and NaOAc (12.4, 150 mmol) to give the desired 2-(2-chloro-5-nitro-phenyl)-quinoxaline (8.6 g, 30 mmol).